Dataset: the Open Reaction Database (ORD), a public repository of structured organic reaction records. Task: describe an organic reaction: reactants, conditions, products, and yield Reactants: O=C(CC(=O)NCC=CC1=CC=CC=C1)C (3-oxo-N-(3-phenyl-2-propene-1-yl)butyramide), C(#N)C=1C=C(C=O)C=CC1 (3-cyanobenzaldehyde), N1CCCCC1 (piperidine), C1(=CC=C(C=C1)S(=O)(=O)O)C (p-toluene Sulfonic acid). The solvent is C1=CC=CC=C1 (benzene), O (water). Yields the product C(C)(=O)C(C(=O)NCC=CC1=CC=CC=C1)=CC1=CC(=CC=C1)C#N (2-acetyl-3-(3-cyanophenyl)-N-(3-phenyl-2-propene-1-yl) acrylamide). Reaction SMILES: [O:1]=[C:2]([CH3:16])[CH2:3][C:4]([NH:6][CH2:7][CH:8]=[CH:9][C:10]1[CH:15]=[CH:14][CH:13]=[CH:12][CH:11]=1)=[O:5].[C:17]([C:19]1[CH:20]=[C:21]([CH:24]=[CH:25][CH:26]=1)[CH:22]=O)#[N:18].N1CCCCC1.C1(C)C=CC(S(O)(=O)=O)=CC=1>C1C=CC=CC=1.O>[C:2]([C:3](=[CH:22][C:21]1[CH:24]=[CH:25][CH:26]=[C:19]([C:17]#[N:18])[CH:20]=1)[C:4]([NH:6][CH2:7][CH:8]=[CH:9][C:10]1[CH:11]=[CH:12][CH:13]=[CH:14][CH:15]=1)=[O:5])(=[O:1])[CH3:16]. Procedure details: 541 mg (2.49 mmol) of 3-oxo-N-(3-phenyl-2-propene-1-yl)butyramide, 328 mg (2.50 mmol) of 3-cyanobenzaldehyde and 0.2 ml (2.02 mmol) of piperidine were heated under reflux in the presence of a catalytic amount of p-toluene Sulfonic acid in 30 ml of benzene overnight while water was removed. Ethyl acetate was added to the reaction mixture, which was washed with 2 N hydrochloric acid and then with a saturated aqueous sodium hydrogencarbonate solution. The organic layer was dried over anhydrous sodi... Reactants: ice water, O=P(Cl)(Cl)Cl (POCl3), NC1=C(C(=O)C2=CC=CC=C2)C=CC(=C1)OC (2-amino-4-methoxybenzophenone), product, C(C)(C)C=1N=C(SC1)C(=O)O (4-isopropylthiazole-2-carboxylic acid), product. Solvent: N1=CC=CC=C1 (pyridine). Reaction conditions: temperature -30 celsius, time 3 hour. Yields the product C(C)(=O)C1=C(C=C(C=C1)OC)NC(=O)C=1SC=C(N1)C (4-Methylthiazole-2-carboxylic acid (2-acetyl-5-methoxyphenyl)amide). Isolated yield 56.4%. As a reaction SMILES: [NH2:1][C:2]1[CH:15]=[C:14]([O:16][CH3:17])[CH:13]=[CH:12][C:3]=1[C:4]([C:6]1C=CC=CC=1)=[O:5].[CH:18]([C:21]1[N:22]=[C:23]([C:26](O)=[O:27])[S:24][CH:25]=1)(C)C.O=P(Cl)(Cl)Cl>N1C=CC=CC=1>[C:4]([C:3]1[CH:12]=[CH:13][C:14]([O:16][CH3:17])=[CH:15][C:2]=1[NH:1][C:26]([C:23]1[S:24][CH:25]=[C:21]([CH3:18])[N:22]=1)=[O:27])(=[O:5])[CH3:6]. Procedure details: Step E) To a suspension of 2.59 g (15.7 mmol) of 2-amino-4-methoxybenzophenone (product of step D) and 2.68 g (15.7 mmol) of 4-isopropylthiazole-2-carboxylic acid (product of step C) in 75 mL of pyridine cooled to −30° C., was added 1.93 mL (23.5 mmol) of POCl3 slowly dropwise over 5 min. The mixture was stirred 3 h, warmed to room temperature and was stirred overnite. The reaction mixture was poured into ice water, and extracted several times with EtOAc. The combined EtOAc extracts were dried (... Reaction conditions: temperature 55 celsius, time 2 hour. Solvent: O (water), CO (methanol), O1CCOCC1 (1,4-dioxane), O (Water). RXN SMILES: [CH3:1][O:2][C:3]1[C:4]2[N:5]([N:15]=[CH:16][C:17]=2[C:18]([O:20]CC)=[O:19])[CH:6]=[C:7]([C:9]2[CH:10]=[N:11][N:12]([CH3:14])[CH:13]=2)[CH:8]=1.[OH-].[Na+].Cl>CO.O1CCOCC1.O>[CH3:1][O:2][C:3]1[C:4]2[N:5]([N:15]=[CH:16][C:17]=2[C:18]([OH:20])=[O:19])[CH:6]=[C:7]([C:9]2[CH:10]=[N:11][N:12]([CH3:14])[CH:13]=2)[CH:8]=1 |f:1.2|. Procedure: Ethyl 4-methoxy-6-(1-methyl-1H-pyrazol-4-yl)pyrazolo[1,5-a]pyridine-3-carboxylate (532 mg, 1.77 mmol) was dissolved in methanol (2 ml)/1,4-dioxane (2 ml)/Water (2 ml), then 1 N aqueous sodium hydroxide (1.77 ml, 1.77 mmol) was added and the mixture was heated to 55° C. After 2 h, LCMS analysis indicated incomplete conversion. Additional 1 N aqueous sodium hydroxide (0.18 ml, 0.18 mmol) was added and the reaction mixture was stirred for 1 h. LCMS analysis indicated incomplete conversion, so addit... Starting materials: [OH-].[Na+] (sodium hydroxide), Cl (HCl), [OH-].[Na+] (sodium hydroxide), [OH-].[Na+] (sodium hydroxide), COC=1C=2N(C=C(C1)C=1C=NN(C1)C)N=CC2C(=O)OCC (Ethyl 4-methoxy-6-(1-methyl-1H-pyrazol-4-yl)pyrazolo[1,5-a]pyridine-3-carboxylate). Product: COC=1C=2N(C=C(C1)C=1C=NN(C1)C)N=CC2C(=O)O (4-methoxy-6-(1-methyl-1H-pyrazol-4-yl)pyrazolo[1,5-a]pyridine-3-carboxylic acid). Starting materials: C(C)C1=CC(=C(NC1=O)C)C1=CC=C(S1)S(=O)(=O)Cl (5-(5-Ethyl-2-methyl-6-oxo-1,6-dihydropyridin-3-yl)thiophene-2-sulfonyl chloride), O1COC2=C1C=CC(=C2)CN2CCNCC2 (1-benzo[1,3]dioxol-5-ylmethyl-piperazine). Yields the product Cl.O1COC2=C1C=CC(=C2)CN2CCN(CC2)S(=O)(=O)C2=CC=C(S2)C=2C=C(C(NC2C)=O)CC (5-[5-(4-1,3-Benzodioxol-5-ylmethylpiperazine-1-sulfonyl)-thiophen-2-yl]-3-ethyl-6-methyl-1H-pyridin-2-one hydrochloride). Yield: 61.0%. RXN SMILES: [CH2:1]([C:3]1[C:8](=[O:9])[NH:7][C:6]([CH3:10])=[C:5]([C:11]2[S:15][C:14]([S:16]([Cl:19])(=[O:18])=[O:17])=[CH:13][CH:12]=2)[CH:4]=1)[CH3:2].[O:20]1[C:24]2[CH:25]=[CH:26][C:27]([CH2:29][N:30]3[CH2:35][CH2:34][NH:33][CH2:32][CH2:31]3)=[CH:28][C:23]=2[O:22][CH2:21]1>>[ClH:19].[O:20]1[C:24]2[CH:25]=[CH:26][C:27]([CH2:29][N:30]3[CH2:31][CH2:32][N:33]([S:16]([C:14]4[S:15][C:11]([C:5]5[CH:4]=[C:3]([CH2:1][CH3:2])[C:8](=[O:9])[NH:7][C:6]=5[CH3:10])=[CH:12][CH:13]=4)(=[O:18])=[O:17])[CH2:34][CH2:35]3)=[CH:28][C:23]=2[O:22][CH2:21]1 |f:2.3|. Reported procedure: 5-(5-Ethyl-2-methyl-6-oxo-1,6-dihydropyridin-3-yl)thiophene-2-sulfonyl chloride is reacted with 1-benzo[1,3]dioxol-5-ylmethyl-piperazine as described in Steps 5 and 6, Example 24 to give the title compound as a yellow glass (61% yield). LC/MS: RT 2.33 min, m/e 502 (M+H); 1H NMR (δ, ppm): 11.88 (1H, s), 10.79 (1H, s), 7.66 (1H, d), 7.36 (1H, s), 7.32 (1H, d), 7.16 (1H, s), 6.98 (2H, s), 6.05 (2H, s), 4.24 (2H, s), 3.69-3.77 (2H, m), 3.37-3.40 (2H, m), 3.14-3.17 (2H, m), 2.86-2.94 (2H, m), 2.40 (2... Reactants: O=C([O-])[O-], COCCOC, CCOC(C)=O, CCOC(=O)c1cccc2cc(OS(=O)(=O)C(F)(F)F)ccc12, [Na+], [Na+], O, OB(O)c1ccc(O)cc1, c1ccc(P(c2ccccc2)(c2ccccc2)[Pd](P(c2ccccc2)(c2ccccc2)c2ccccc2)(P(c2ccccc2)(c2ccccc2)c2ccccc2)P(c2ccccc2)(c2ccccc2)c2ccccc2)cc1. Product: CCOC(=O)c1cccc2cc(-c3ccc(O)cc3)ccc12. Reaction SMILES: [C:24](=[O:25])([O-:26])[O-:27].[CH3:40][O:41][CH2:42][CH2:43][O:44][CH3:45].[CH3:47][CH2:48][O:49][C:50]([CH3:51])=[O:52].[F:1][C:2]([F:3])([F:4])[S:5]([O:6][c:7]1[cH:8][c:9]2[cH:10][cH:11][cH:12][c:13]([C:17](=[O:18])[O:19][CH2:20][CH3:21])[c:14]2[cH:15][cH:16]1)(=[O:22])=[O:23].[Na+:28].[Na+:29].[OH2:46].[OH:30][c:31]1[cH:32][cH:33][c:34]([B:37]([OH:38])[OH:39])[cH:35][cH:36]1.[cH:53]1[cH:54][cH:55][c:56]([P:57]([Pd:58]([P:59]([c:60]2[cH:61][cH:62][cH:63][cH:64][cH:65]2)([c:66]2[cH:67][cH:68][cH:69][cH:70][cH:71]2)[c:72]2[cH:73][cH:74][cH:75][cH:76][cH:77]2)([P:78]([c:79]2[cH:80][cH:81][cH:82][cH:83][cH:84]2)([c:85]2[cH:86][cH:87][cH:88][cH:89][cH:90]2)[c:91]2[cH:92][cH:93][cH:94][cH:95][cH:96]2)[P:97]([c:98]2[cH:99][cH:100][cH:101][cH:102][cH:103]2)([c:104]2[cH:105][cH:106][cH:107][cH:108][cH:109]2)[c:110]2[cH:111][cH:112][cH:113][cH:114][cH:115]2)([c:116]2[cH:117][cH:118][cH:119][cH:120][cH:121]2)[c:122]2[cH:123][cH:124][cH:125][cH:126][cH:127]2)[cH:128][cH:129]1>>[c:7]1(-[c:34]2[cH:33][cH:32][c:31]([OH:30])[cH:36][cH:35]2)[cH:8][c:9]2[cH:10][cH:11][cH:12][c:13]([C:17](=[O:18])[O:19][CH2:20][CH3:21])[c:14]2[cH:15][cH:16]1.